The task is: describe an organic reaction: reactants, conditions, products, and yield. This data is from the Open Reaction Database (ORD), a public repository of structured organic reaction records. Reactants: O1C(CCCC1)CO (tetrahydro-2H-pyran-2-ylmethanol), [H-].[Na+] (NaH), BrC1=NC(=CC=C1)CBr (2-Bromo-6-(bromomethyl)pyridine). Run in O (water), C(Cl)Cl (DCM), C(Cl)Cl (DCM), C1CCOC1 (THF). Yields the product BrC1=NC(=CC=C1)COCC1OCCCC1 (2-Bromo-6-[(tetrahydro-2H-pyran-2-ylmethoxy)methyl]pyridine). As a reaction SMILES: [H-].[Na+].[O:3]1[CH2:8][CH2:7][CH2:6][CH2:5][CH:4]1[CH2:9][OH:10].[Br:11][C:12]1[CH:17]=[CH:16][CH:15]=[C:14]([CH2:18]Br)[N:13]=1>C1COCC1.O.C(Cl)Cl>[Br:11][C:12]1[CH:17]=[CH:16][CH:15]=[C:14]([CH2:18][O:10][CH2:9][CH:4]2[CH2:5][CH2:6][CH2:7][CH2:8][O:3]2)[N:13]=1 |f:0.1|. Procedure: To a suspension of NaH (63.8 mg, 1.59 mmol) in THF (4 mL) at 0° C. under argon was added tetrahydro-2H-pyran-2-ylmethanol (92.5 mg, 0.80 mmol). The mixture was maintained at 0° C. for 20 minutes, at which time 2-bromo-6-(bromomethyl)pyridine (Example 190, Step 1) (200 mg, 0.80 mmol) was added. The reaction allowed to warm to room temperature and then heated to 55° C. overnight. The reaction was then cooled to ambient temperature and quenched by the addition of water. The quenched reaction mixtur... The reactants are ClC1=C(C=C(O)C=C1)O (4-Chlororesorcinol), CN(C)C=O (DMF), C(#N)CCCOC1=C(C=CC=C1)CC(=O)O ([2-(3-Cyano-propoxy)-phenyl]-acetic acid), P(Cl)(Cl)(Cl)(Cl)Cl (PCl5). Yields the product ClC=1C=C2C(C(=COC2=CC1O)C1=C(OCCCC#N)C=CC=C1)=O (4-[2-(6-Chloro-7-hydroxy-4-oxo-4H-chromen-3-yl)-phenoxy]-butyronitrile). As a reaction SMILES: [Cl:1][C:2]1[CH:8]=[CH:7][C:5]([OH:6])=[CH:4][C:3]=1[OH:9].[C:10]([CH2:12][CH2:13][CH2:14][O:15][C:16]1[CH:21]=[CH:20][CH:19]=[CH:18][C:17]=1[CH2:22][C:23]([OH:25])=O)#[N:11].P(Cl)(Cl)(Cl)(Cl)Cl.[CH3:32]N(C=O)C>>[Cl:1][C:2]1[CH:8]=[C:7]2[C:5](=[CH:4][C:3]=1[OH:9])[O:6][CH:32]=[C:22]([C:17]1[CH:18]=[CH:19][CH:20]=[CH:21][C:16]=1[O:15][CH2:14][CH2:13][CH2:12][C:10]#[N:11])[C:23]2=[O:25]. Procedure: This compounds was synthesised in the same manner as described above. 4-Chlororesorcinol (0.125 g, 0.87 mmol), [2-(3-Cyano-propoxy)-phenyl]-acetic acid (0.19 g, 0.87 mmol), BF3Et2O (5 ml), PCl5 (0.27 g, 1.3 mmol), DMF (8 ml and 5 ml). Crude 4-[2-(6-Chloro-7-hydroxy-4-oxo-4H-chromen-3-yl)-phenoxy]-butyronitrile was obtained as an oil which was taken onto the next stage without further purification.